This data is from the Open Reaction Database (ORD), a public repository of structured organic reaction records. The task is: describe an organic reaction: reactants, conditions, products, and yield Starting materials: BrCC\C=C/CCCCC ((Z)-1-bromonon-3-ene), C(CC\C=C/CCCCC)C(C=O)CCC\C=C/CCCCC ((Z)-2-((Z)-dec-4-enyl)dodec-6-enal), [Mg] (magnesium), Cl (HCl), ice. The solvent is C1CCOC1 (THF), C1CCOC1 (THF). Run at time 8 hour. The product is C(CC\C=C/CCCCC)C(C(CC\C=C/CCCCC)O)CCC\C=C/CCCCC ((6Z,15Z)-11-((Z)-dec-4-enyl)henicosa-6,15-dien-10-ol). The yield is 82.2%. Reaction SMILES: [Mg].Br[CH2:3][CH2:4]/[CH:5]=[CH:6]\[CH2:7][CH2:8][CH2:9][CH2:10][CH3:11].[CH2:12]([CH:22]([CH2:25][CH2:26][CH2:27]/[CH:28]=[CH:29]\[CH2:30][CH2:31][CH2:32][CH2:33][CH3:34])[CH:23]=[O:24])[CH2:13][CH2:14]/[CH:15]=[CH:16]\[CH2:17][CH2:18][CH2:19][CH2:20][CH3:21].Cl>C1COCC1>[CH2:12]([CH:22]([CH2:25][CH2:26][CH2:27]/[CH:28]=[CH:29]\[CH2:30][CH2:31][CH2:32][CH2:33][CH3:34])[CH:23]([OH:24])[CH2:3][CH2:4]/[CH:5]=[CH:6]\[CH2:7][CH2:8][CH2:9][CH2:10][CH3:11])[CH2:13][CH2:14]/[CH:15]=[CH:16]\[CH2:17][CH2:18][CH2:19][CH2:20][CH3:21]. Procedure: A 100 mL round bottom flask was charged with magnesium turnings (0.6 g, 25.7 mmol) and a stir bar. The flask was dried with a heat gun for 5 minutes. The flask was charged with THF (5 mL) and a single grain on iodine. A solution of (Z)-1-bromonon-3-ene (4.5 g, 22.0 mmol) in THF (5 mL) was added slowly to the mixture and reaction was refluxed for 30 minutes under nitrogen. The solution was cooled to room temperature and a solution of (Z)-2-((Z)-dec-4-enyl)dodec-6-enal 7 (4.7 g, 14.7 mmol) in THF ... The reactants are O=C=NC(=O)c1ccccc1, CC#N, Cl, OCCCc1c[nH]cn1. The product is O=C(NC(=O)c1ccccc1)OCCCc1c[nH]cn1. Reaction SMILES: [C:11]([c:12]1[cH:13][cH:14][cH:15][cH:16][cH:17]1)(=[O:18])[N:19]=[C:20]=[O:21].[CH3:22][C:23]#[N:24].[ClH:1].[nH:2]1[cH:3][n:4][c:5]([CH2:7][CH2:8][CH2:9][OH:10])[cH:6]1>>[nH:2]1[cH:3][n:4][c:5]([CH2:7][CH2:8][CH2:9][O:10][C:20]([NH:19][C:11]([c:12]2[cH:13][cH:14][cH:15][cH:16][cH:17]2)=[O:18])=[O:21])[cH:6]1. Starting materials: C[C@@H]1N[C@@H](CNC1)C (cis-2,6-dimethyl-piperazine), ClC1=NC2=CC=CC=C2C=C1 (2-chloroquinoline). Product: C[C@@H]1CN(C[C@@H](N1)C)C1=NC2=CC=CC=C2C=C1 (2-(cis-3,5-dimethyl-piperazin-1-yl)-quinoline). Reaction SMILES: [CH3:1][C@H:2]1[CH2:7][NH:6][CH2:5][C@@H:4]([CH3:8])[NH:3]1.Cl[C:10]1[CH:19]=[CH:18][C:17]2[C:12](=[CH:13][CH:14]=[CH:15][CH:16]=2)[N:11]=1>>[CH3:8][C@H:4]1[NH:3][C@@H:2]([CH3:1])[CH2:7][N:6]([C:10]2[CH:19]=[CH:18][C:17]3[C:12](=[CH:13][CH:14]=[CH:15][CH:16]=3)[N:11]=2)[CH2:5]1. Reported procedure: Prepared analogously to Example 38 from cis-2,6-dimethyl-piperazine and 2-chloroquinoline.